Dataset: the Open Reaction Database (ORD), a public repository of structured organic reaction records. Task: describe an organic reaction: reactants, conditions, products, and yield The reactants are Cl.C1CCN2CCCC12C(=O)O (Pyrrolizidine-7a-carboxylic acid hydrochloride), S(=O)(Cl)Cl (thionylchloride). Reaction conditions: time 17 hour. Product: Cl.C1CCN2CCCC12C(=O)Cl (Pyrrolizidine-7a-carbonyl chloride hydrochloride). Isolated yield 95.6%. RXN SMILES: [ClH:1].[CH2:2]1[C:9]2([C:10]([OH:12])=O)[N:5]([CH2:6][CH2:7][CH2:8]2)[CH2:4][CH2:3]1.S(Cl)([Cl:15])=O>>[ClH:15].[CH2:2]1[C:9]2([C:10]([Cl:1])=[O:12])[N:5]([CH2:6][CH2:7][CH2:8]2)[CH2:4][CH2:3]1 |f:0.1,3.4|. Procedure details: A mixture of pyrrolizidine-7a-carboxylic acid hydrochloride (24.6 g, 0.128 mol, prepared as described in Reference Example 2) and thionylchloride (280 ml, 3.89 mol) was stirred for 17 hours at 20° to 25° C. and the excess of thionylchloride was evaporated in vacuo to give 25.7g (95.9%) of the desired compound, as yellowish solids. The reactants are N[C@H]1[C@H]2SCC(=C(N2C1=O)C(=O)O)/C=C\1/C(N(CC1)CC1=CC=C(C=C1)O)=O ((E)-(6R,7R)-7-amino-3-[1-(4-hydroxy-benzyl)-2-oxo-pyrrolidin-3-ylidenemethyl]-8-oxo-5-thia-1-aza-bicyclo[4.2.0]oct-2-ene-2-carboxylic acid), C(C)OCC (diethyl ether), C[Si](C)(C)/N=C(\C(F)(F)F)/O[Si](C)(C)C (N,O-bis(trimethylsilyl)-trifluoroacetamide), BrCC(=O)Br (bromoacetyl bromide). Solvent: ClCCl (dichloromethane). The product is BrCC(=O)N[C@H]1[C@H]2SCC(=C(N2C1=O)C(=O)O)/C=C\1/C(N(CC1)CC1=CC=C(C=C1)O)=O ((E)-(6R,7R)-7-(2-Bromo-acetylamino)-3-[1-(4-hydroxy-benzyl)-2-oxo-pyrrolidin-3-ylidenemethyl]-8-oxo-5-thia-1-aza-bicyclo[4.2.0]oct-2-ene-2 carboxylic acid). RXN SMILES: [NH2:1][C@@H:2]1[C:9](=[O:10])[N:8]2[C@@H:3]1[S:4][CH2:5][C:6](/[CH:14]=[C:15]1/[C:16](=[O:28])[N:17]([CH2:20][C:21]3[CH:26]=[CH:25][C:24]([OH:27])=[CH:23][CH:22]=3)[CH2:18][CH2:19]/1)=[C:7]2[C:11]([OH:13])=[O:12].C[Si](/N=C(/O[Si](C)(C)C)\C(F)(F)F)(C)C.[Br:44][CH2:45][C:46](Br)=[O:47].C(OCC)C>ClCCl>[Br:44][CH2:45][C:46]([NH:1][C@@H:2]1[C:9](=[O:10])[N:8]2[C@@H:3]1[S:4][CH2:5][C:6](/[CH:14]=[C:15]1/[C:16](=[O:28])[N:17]([CH2:20][C:21]3[CH:22]=[CH:23][C:24]([OH:27])=[CH:25][CH:26]=3)[CH2:18][CH2:19]/1)=[C:7]2[C:11]([OH:13])=[O:12])=[O:47]. Procedure details: (E)-(6R,7R)-7-amino-3-[1-(4-hydroxy-benzyl)-2-oxo-pyrrolidin-3-ylidenemethyl]-8-oxo-5-thia-1-aza-bicyclo[4.2.0]oct-2-ene-2-carboxylic acid (736.0 mg, 1.83 mmol) was suspended in 20 ml dichloromethane and N,O-bis(trimethylsilyl)-trifluoroacetamide (1.94 ml, 7.32 mmol) was added. After 45 min bromoacetyl bromide (167 ml, 1.92 mmol) was added dropwise. After 1 h the reaction mixture was poured on 200 ml diethyl ether containing 160 ml water. After 15 min the solid material was collected by filtrati... Reactants: c1ccc(CN2CCC3(CC2)OC(c2ccccc2)c2ccccc23)cc1, CCOC(=O)Cl, c1ccccc1. The product is CCOC(=O)N1CCC2(CC1)OC(c1ccccc1)c1ccccc12. Reaction SMILES: [CH2:1]([c:2]1[cH:3][cH:4][cH:5][cH:6][cH:7]1)[N:8]1[CH2:9][CH2:10][C:11]2([O:12][CH:13]([c:20]3[cH:21][cH:22][cH:23][cH:24][cH:25]3)[c:14]3[cH:15][cH:16][cH:17][cH:18][c:19]32)[CH2:26][CH2:27]1.[Cl:28][C:29](=[O:30])[O:31][CH2:32][CH3:33].[cH:34]1[cH:35][cH:36][cH:37][cH:38][cH:39]1>>[N:8]1([C:29](=[O:30])[O:31][CH2:32][CH3:33])[CH2:9][CH2:10][C:11]2([O:12][CH:13]([c:20]3[cH:21][cH:22][cH:23][cH:24][cH:25]3)[c:14]3[cH:15][cH:16][cH:17][cH:18][c:19]32)[CH2:26][CH2:27]1. The reactants are [C@H]1(CCC2=CC=CC=C12)NC1=NC=2C=CC=C(C2C=C1)N ((R)—N2-indan-1-yl-quinoline-2,5-diamine), CN1CCN(CC1)CC(=O)O ((4-methyl-piperazin-1-yl)-acetic acid). The product is [C@@H]1(CCC2=CC=CC=C12)NC1=NC2=CC=CC(=C2C=C1)NC(CN1CCN(CC1)C)=O (N-[2-((S)-Indan-1-ylamino)-quinolin-5-yl]-2-(4-methyl-piperazin-1-yl)-acetamide). As a reaction SMILES: [C@H:1]1([NH:10][C:11]2[CH:20]=[CH:19][C:18]3[C:17]([NH2:21])=[CH:16][CH:15]=[CH:14][C:13]=3[N:12]=2)[C:9]2[C:4](=[CH:5][CH:6]=[CH:7][CH:8]=2)[CH2:3][CH2:2]1.[CH3:22][N:23]1[CH2:28][CH2:27][N:26]([CH2:29][C:30](O)=[O:31])[CH2:25][CH2:24]1>>[C@@H:1]1([NH:10][C:11]2[CH:20]=[CH:19][C:18]3[C:13](=[CH:14][CH:15]=[CH:16][C:17]=3[NH:21][C:30](=[O:31])[CH2:29][N:26]3[CH2:27][CH2:28][N:23]([CH3:22])[CH2:24][CH2:25]3)[N:12]=2)[C:9]2[C:4](=[CH:5][CH:6]=[CH:7][CH:8]=2)[CH2:3][CH2:2]1. Reported procedure: The title compound, light yellow oil, MS: m/e=416.4 (M+H+), was prepared in accordance with the general method of example 32 from (R)—N2-indan-1-yl-quinoline-2,5-diamine (example 16) and commercially available (4-methyl-piperazin-1-yl)-acetic acid.